describe an organic reaction: reactants, conditions, products, and yield From a dataset of the Open Reaction Database (ORD), a public repository of structured organic reaction records. Starting materials: O1CCN(CC1)CCNC1=NC=C(C=C1)C#C[Si](C)(C)C (N-(2-morpholinoethyl)-5-(2-(trimethylsilyl)ethynyl)pyridin-2-amine), C([O-])([O-])=O.[K+].[K+] (potassium carbonate). Run in CO (methanol), CCOC(=O)C (EtOAc). Reaction conditions: temperature 0 celsius, time 1 hour. Yields the product C(#C)C=1C=CC(=NC1)NCCN1CCOCC1 (5-ethynyl-N-(2-morpholinoethyl)pyridin-2-amine). Reaction SMILES: [O:1]1[CH2:6][CH2:5][N:4]([CH2:7][CH2:8][NH:9][C:10]2[CH:15]=[CH:14][C:13]([C:16]#[C:17][Si](C)(C)C)=[CH:12][N:11]=2)[CH2:3][CH2:2]1.C(=O)([O-])[O-].[K+].[K+]>CO.CCOC(C)=O>[C:16]([C:13]1[CH:14]=[CH:15][C:10]([NH:9][CH2:8][CH2:7][N:4]2[CH2:3][CH2:2][O:1][CH2:6][CH2:5]2)=[N:11][CH:12]=1)#[CH:17] |f:1.2.3|. Procedure: N-(2-morpholinoethyl)-5-(2-(trimethylsilyl)ethynyl)pyridin-2-amine (2.0 g, 6.60 mmol) was dissolved in methanol (30 mL) before it was cooled to 0° C. and potassium carbonate (1.0 g, 7.26 mmol) added. The reaction mixture was stirred for 1 h at ambient temperature, then diluted with 50 mL EtOAc, washed with 20 mL saturated, aqueous NaHCO3, and dried over anhydrous Na2SO4 to give the title compound. MS (ES+): 232 (M+H)+. The reactants are CCOc1cc(Nc2nc(Cl)ccc2[N+](=O)[O-])n[nH]1, CCC(N)c1ccc(F)cn1. Product: CCOc1cc(Nc2nc(NC(CC)c3ccc(F)cn3)ccc2[N+](=O)[O-])n[nH]1. As a reaction SMILES: [Cl:1][c:2]1[cH:3][cH:4][c:5]([N+:17](=[O:18])[O-:19])[c:6]([NH:8][c:9]2[n:10][nH:11][c:12]([O:14][CH2:15][CH3:16])[cH:13]2)[n:7]1.[F:20][c:21]1[cH:22][cH:23][c:24]([CH:27]([CH2:28][CH3:29])[NH2:30])[n:25][cH:26]1>>[c:2]1([NH:30][CH:27]([c:24]2[cH:23][cH:22][c:21]([F:20])[cH:26][n:25]2)[CH2:28][CH3:29])[cH:3][cH:4][c:5]([N+:17](=[O:18])[O-:19])[c:6]([NH:8][c:9]2[n:10][nH:11][c:12]([O:14][CH2:15][CH3:16])[cH:13]2)[n:7]1. The reactants are NC=1C=CC=C2C=CC(=CC12)OC=1C=CC2=C(N(C(=N2)COC2=CC=C(CC3C(NC(S3)=O)=O)C=C2)C)C1 (5-[4-[6-(8-aminonaphthalen-2-yloxy)-1-methyl-1H-benzimidazol-2-ylmethoxy]benzyl]thiazolidine-2,4-dione), C(C)(C)C1=C(C(=CC=C1)C(C)C)N=C=O (2,6-diisopropylphenyl isocyanate). Run in CN(C=O)C (N,N-dimethylformamide). Run at time 5 day. Product: C(C)(C)C1=C(C(=CC=C1)C(C)C)NC(=O)NC1=CC=CC2=CC=C(C=C12)OC=1C=CC2=C(N(C(=N2)COC2=CC=C(C=C2)CC2C(NC(S2)=O)=O)C)C1 (1-(2,6-Diisopropylphenyl)-3-[7-[2-[4-(2,4-dioxothiazolidin-5-ylmethyl)phenoxymethyl]-1-methyl-1H-benzimidazol-6yloxy]naphthalen-1-yl)urea). Yield: 34.6%. RXN SMILES: [NH2:1][C:2]1[CH:3]=[CH:4][CH:5]=[C:6]2[C:11]=1[CH:10]=[C:9]([O:12][C:13]1[CH:14]=[CH:15][C:16]3[N:20]=[C:19]([CH2:21][O:22][C:23]4[CH:36]=[CH:35][C:26]([CH2:27][CH:28]5[S:32][C:31](=[O:33])[NH:30][C:29]5=[O:34])=[CH:25][CH:24]=4)[N:18]([CH3:37])[C:17]=3[CH:38]=1)[CH:8]=[CH:7]2.[CH:39]([C:42]1[CH:47]=[CH:46][CH:45]=[C:44]([CH:48]([CH3:50])[CH3:49])[C:43]=1[N:51]=[C:52]=[O:53])([CH3:41])[CH3:40]>CN(C)C=O>[CH:39]([C:42]1[CH:47]=[CH:46][CH:45]=[C:44]([CH:48]([CH3:49])[CH3:50])[C:43]=1[NH:51][C:52]([NH:1][C:2]1[C:11]2[C:6](=[CH:7][CH:8]=[C:9]([O:12][C:13]3[CH:14]=[CH:15][C:16]4[N:20]=[C:19]([CH2:21][O:22][C:23]5[CH:24]=[CH:25][C:26]([CH2:27][CH:28]6[S:32][C:31](=[O:33])[NH:30][C:29]6=[O:34])=[CH:35][CH:36]=5)[N:18]([CH3:37])[C:17]=4[CH:38]=3)[CH:10]=2)[CH:5]=[CH:4][CH:3]=1)=[O:53])([CH3:40])[CH3:41]. Procedure details: To a mixture of 5-[4-[6-(8-aminonaphthalen-2-yloxy)-1-methyl-1H-benzimidazol-2-ylmethoxy]benzyl]thiazolidine-2,4-dione (0.5 g) and N,N-dimethylformamide (10 ml) was added 2,6-diisopropylphenyl isocyanate (0.20 g) and the mixture was allowed to stand at room temperature for 5 days. The reaction mixture was partitioned between ethyl acetate and water. The extract was washed with saturated aqueous sodium chloride solution, dried over anhydrous sodium sulfate and then concentrated. The residue was c... Reactants: BrC1=CC=C(C=C1)C=1N(C(N=CC1)C1=C(C=CC=C1F)F)Cl (4-(4-bromophenyl)-2-(2,6-difluorophenyl)-3-chloropyrimidine), C[O-].[Na+] (sodium methanolate). Run in CO (methanol). Product: BrC1=CC=C(C=C1)C=1N(C(N=CC1)C1=C(C=CC=C1F)F)OC (4-(4-bromophenyl)-2-(2,6-difluorophenyl)-3-methoxypyrimidine), compound 3.350. As a reaction SMILES: [Br:1][C:2]1[CH:7]=[CH:6][C:5]([C:8]2[N:9](Cl)[CH:10]([C:14]3[C:19]([F:20])=[CH:18][CH:17]=[CH:16][C:15]=3[F:21])[N:11]=[CH:12][CH:13]=2)=[CH:4][CH:3]=1.[CH3:23][O-:24].[Na+]>CO>[Br:1][C:2]1[CH:7]=[CH:6][C:5]([C:8]2[N:9]([O:24][CH3:23])[CH:10]([C:14]3[C:19]([F:20])=[CH:18][CH:17]=[CH:16][C:15]=3[F:21])[N:11]=[CH:12][CH:13]=2)=[CH:4][CH:3]=1 |f:1.2|. Procedure: 6 g of 4-(4-bromophenyl)-2-(2,6-difluorophenyl)-3-chloropyrimidine, 60 ml of methanol and 3.3 g of methanolic sodium methanolate solution (30%) are boiled under reflux for 24 hours, concentrated by evaporation, and the residue taken up in ethyl acetate and the organic phase washed with water. After drying with magnesium sulfate, filtering and concentrating, the title compound is obtained with a melting point of 104-106° C. (compound 3.350). The reactants are BrC=1C=C2CN(C(C2=CC1)=O)[C@@H](C(=O)OC)C(C)C ((R)-Methyl 2-(5-bromo-1-oxoisoindolin-2-yl)-3-methylbutanoate), BrC1=CC(=C(C(=O)OC)C=C1)CBr (Methyl 4-bromo-2-(bromomethyl)benzoate), Cl.COC(CN)=O (glycine methyl ester hydrochloride). Product: BrC=1C=C2CN(C(C2=CC1)=O)CC(=O)OC (Methyl 2-(5-bromo-1-oxoisoindolin-2-yl)acetate). As a reaction SMILES: [Br:1][C:2]1[CH:3]=[C:4]2[C:8](=[CH:9][CH:10]=1)[C:7](=[O:11])[N:6]([C@H:12](C(C)C)[C:13]([O:15][CH3:16])=[O:14])[CH2:5]2.BrC1C=CC(C(OC)=O)=C(CBr)C=1.Cl.COC(=O)CN>>[Br:1][C:2]1[CH:3]=[C:4]2[C:8](=[CH:9][CH:10]=1)[C:7](=[O:11])[N:6]([CH2:12][C:13]([O:15][CH3:16])=[O:14])[CH2:5]2 |f:2.3|. Procedure details: The compound of example 362 was prepared analogous to compound of example 359 by reaction of the compound of example 358 and glycine methyl ester hydrochloride. Reaction SMILES: [CH2:33]1[O:34][CH2:35][CH2:36][CH2:37]1.[CH3:21][C:22]([CH3:23])([CH3:24])[S:25](=[O:26])[NH2:27].[CH3:41][CH2:42][O-:43].[CH3:45][CH2:46][O-:47].[CH3:48][CH2:49][O-:50].[CH3:51][CH2:52][O-:53].[Cl:1][c:2]1[cH:3][c:4]([F:20])[c:5]([C:6]#[N:7])[c:8]([C:10]([c:11]2[cH:12][c:13]([O:17][CH3:18])[cH:14][cH:15][cH:16]2)=[O:19])[cH:9]1.[Cl:38][CH2:39][Cl:40].[Na+:32].[O-:28][C:29]([OH:30])=[O:31].[Ti+4:44]>>[Cl:1][c:2]1[cH:3][c:4]([F:20])[c:5]([C:6]#[N:7])[c:8]([C:10]([c:11]2[cH:12][c:13]([O:17][CH3:18])[cH:14][cH:15][cH:16]2)=[N:27][S:25]([C:22]([CH3:21])([CH3:23])[CH3:24])=[O:26])[cH:9]1. Starting materials: C1CCOC1, CC(C)(C)S(N)=O, CC[O-], CC[O-], CC[O-], CC[O-], COc1cccc(C(=O)c2cc(Cl)cc(F)c2C#N)c1, ClCCl, [Na+], O=C([O-])O, [Ti+4]. The product is COc1cccc(C(=NS(=O)C(C)(C)C)c2cc(Cl)cc(F)c2C#N)c1. Starting materials: COc1ccccc1N1CCNCC1, CCOC(=O)Nc1nc2ccc(Cl)cc2nc1OC. Product: COc1ccccc1N1CCN(C(=O)Nc2nc3ccc(Cl)cc3nc2OC)CC1. RXN SMILES: [CH3:20][O:21][c:22]1[c:23]([N:28]2[CH2:29][CH2:30][NH:31][CH2:32][CH2:33]2)[cH:24][cH:25][cH:26][cH:27]1.[Cl:1][c:2]1[cH:3][c:4]2[n:5][c:6]([O:18][CH3:19])[c:7]([NH:12][C:13]([O:14][CH2:15][CH3:16])=[O:17])[n:8][c:9]2[cH:10][cH:11]1>>[Cl:1][c:2]1[cH:3][c:4]2[n:5][c:6]([O:18][CH3:19])[c:7]([NH:12][C:13](=[O:17])[N:31]3[CH2:30][CH2:29][N:28]([c:23]4[c:22]([O:21][CH3:20])[cH:27][cH:26][cH:25][cH:24]4)[CH2:33][CH2:32]3)[n:8][c:9]2[cH:10][cH:11]1. Starting materials: COC=1C(=C(C=O)C=CC1)[N+](=O)[O-] (3-methoxy-2-nitrobenzaldehyde), CCO (EtOH). The reagents and catalysts are [Fe] (Iron). Solvent: CC(=O)O (AcOH). Product: pure product, NC1=C(C=O)C=CC=C1OC (2-amino-3-methoxybenzaldehyde). The yield is 64.0%. Reaction SMILES: [CH3:1][O:2][C:3]1[C:4]([N+:11]([O-])=O)=[C:5]([CH:8]=[CH:9][CH:10]=1)[CH:6]=[O:7].CCO>CC(O)=O.[Fe]>[NH2:11][C:4]1[C:3]([O:2][CH3:1])=[CH:10][CH:9]=[CH:8][C:5]=1[CH:6]=[O:7]. Procedure details: Iron powder (40 g) was slowly added to a stirred solution of 3-methoxy-2-nitrobenzaldehyde (1) (70 g, 386 mmole) in AcOH gal. (100 mL) and EtOH abs. (400 mL). The reaction was cooled using an ice bath followed by addition of con. HCL (1 mL). The reaction became exothermic. After stabilization of the reaction temperature, the reaction was heated to reflux. The reaction reached completion after ca. 20 minutes according to LCMS. The reaction mixture was cooled to RT and filtered. The filtrate was e... The reactants are O (water), CN([C@@H]1CN(CCC1)C1=C(C=C(C=C1)C(F)(F)F)[N+](=O)[O-])C ((S)-N,N-dimethyl-1-(2-nitro-4-(trifluoromethyl)phenyl)piperidin-3-amine). Reagents/catalysts: [Pd] (palladium). Run in CO (methanol). Run at time 8 hour. The product is NC1=C(C=CC(=C1)C(F)(F)F)N1C[C@H](CCC1)N(C)C ((S)-1-(2-amino-4-(trifluoromethyl)phenyl)-N,N-dimethylpiperidin-3-amine). Reaction SMILES: O.[CH3:2][N:3]([CH3:23])[C@H:4]1[CH2:9][CH2:8][CH2:7][N:6]([C:10]2[CH:15]=[CH:14][C:13]([C:16]([F:19])([F:18])[F:17])=[CH:12][C:11]=2[N+:20]([O-])=O)[CH2:5]1>CO.[Pd]>[NH2:20][C:11]1[CH:12]=[C:13]([C:16]([F:17])([F:18])[F:19])[CH:14]=[CH:15][C:10]=1[N:6]1[CH2:7][CH2:8][CH2:9][C@H:4]([N:3]([CH3:23])[CH3:2])[CH2:5]1. Reported procedure: A 500 mL parr pressure bottle was charged with palladium, 10 wt. % on activated carbon, 50% water wet (9.1 g, 8.6 mmol) under nitrogen. (S)-N,N-dimethyl-1-(2-nitro-4-(trifluoromethyl)phenyl)piperidin-3-amine (13.6 g, 43 mmol) was added as a solution in methanol via syringe, rinsing in with multiple methanol washes until the final volume was approximately 100 mL. The vessel was placed in a parr shaker, and treated with 2 atm H2 and shaken overnight. The reaction was flushed with nitrogen, and fil... Starting materials: CO, [Na+], [OH-], Cc1onc(N(S(=O)(=O)c2ccccc2)S(=O)(=O)c2ccccc2)c1Br. The product is Cc1onc(NS(=O)(=O)c2ccccc2)c1Br. As a reaction SMILES: [CH3:29][OH:30].[Na+:2].[OH-:1].[c:3]1([S:9](=[O:10])(=[O:11])[N:12]([S:13]([c:14]2[cH:15][cH:16][cH:17][cH:18][cH:19]2)(=[O:20])=[O:21])[c:22]2[n:23][o:24][c:25]([CH3:28])[c:26]2[Br:27])[cH:4][cH:5][cH:6][cH:7][cH:8]1>>[c:3]1([S:9](=[O:10])(=[O:11])[NH:12][c:22]2[n:23][o:24][c:25]([CH3:28])[c:26]2[Br:27])[cH:4][cH:5][cH:6][cH:7][cH:8]1.